From a dataset of the Open Reaction Database (ORD), a public repository of structured organic reaction records. describe an organic reaction: reactants, conditions, products, and yield The reactants are C(#N)C(C(=O)OCC)(CC)C1=C(C(=CC=C1)OC1=C(C=CC=C1)Cl)OC (ethyl 2-cyano-2-[2-methoxy-3-(2-chlorophenoxy)phenyl]butyrate), [OH-].[K+] (potassium hydroxide). Solvent: C(C)O (ethanol), O (water). The product is COC1=C(C=CC=C1OC1=C(C=CC=C1)Cl)C(C(=O)O)CC (2-[2-methoxy-3-(2-chlorophenoxy)phenyl]butyric acid). The yield is 82.0%. As a reaction SMILES: C([C:3]([C:11]1[CH:16]=[CH:15][CH:14]=[C:13]([O:17][C:18]2[CH:23]=[CH:22][CH:21]=[CH:20][C:19]=2[Cl:24])[C:12]=1[O:25][CH3:26])([CH2:9][CH3:10])[C:4]([O:6]CC)=[O:5])#N.[OH-].[K+]>C(O)C.O>[CH3:26][O:25][C:12]1[C:13]([O:17][C:18]2[CH:23]=[CH:22][CH:21]=[CH:20][C:19]=2[Cl:24])=[CH:14][CH:15]=[CH:16][C:11]=1[CH:3]([CH2:9][CH3:10])[C:4]([OH:6])=[O:5] |f:1.2|. Reported procedure: A mixture of ethyl 2-cyano-2-[2-methoxy-3-(2-chlorophenoxy)phenyl]butyrate (5.9 g) and potassium hydroxide (4.5 g) in ethanol (80 ml) and water (40 ml) was treated in a similar manner to that of Example 14-(7). The resultant residue was washed with n-hexane and dried to give 2-[2-methoxy-3-(2-chlorophenoxy)phenyl]butyric acid (4.15 g). Reactants: CC[Si](Cl)(CC)CC, O=[N+]([O-])CC(O)c1cccc(Cl)c1, CN(C)C=O, c1c[nH]cn1. RXN SMILES: [Cl:19][Si:20]([CH2:21][CH3:22])([CH2:23][CH3:24])[CH2:25][CH3:26].[Cl:1][c:2]1[cH:3][c:4]([CH:8]([CH2:9][N+:10](=[O:11])[O-:12])[OH:13])[cH:5][cH:6][cH:7]1.[O:27]=[CH:28][N:29]([CH3:30])[CH3:31].[nH:14]1[cH:15][cH:16][n:17][cH:18]1>>[Cl:1][c:2]1[cH:3][c:4]([CH:8]([CH2:9][N+:10](=[O:11])[O-:12])[O:13][Si:20]([CH2:21][CH3:22])([CH2:23][CH3:24])[CH2:25][CH3:26])[cH:5][cH:6][cH:7]1. The product is CC[Si](CC)(CC)OC(C[N+](=O)[O-])c1cccc(Cl)c1. Reactants: C(C)N(CCNC1=CC=CC2=CC=CC=C12)CC (N,N-diethyl-N'-(1-naphthalenyl)-1,2-ethanediamine), CS(=O)(=O)NC1=CC=C(C(=O)Cl)C=C1 (4-[(methylsulfonyl)amino]benzoyl chloride). Product: Cl.C(C)N(CCN(C(C1=CC=C(C=C1)NS(=O)(=O)C)=O)C1=CC=CC2=CC=CC=C12)CC (N-[2-(Diethylamino)ethyl]-4-[(methylsulfonyl)amino]-N-(1-napthaleny)benzamide hydrochloride). RXN SMILES: [CH2:1]([N:3]([CH2:17][CH3:18])[CH2:4][CH2:5][NH:6][C:7]1[C:16]2[C:11](=[CH:12][CH:13]=[CH:14][CH:15]=2)[CH:10]=[CH:9][CH:8]=1)[CH3:2].[CH3:19][S:20]([NH:23][C:24]1[CH:32]=[CH:31][C:27]([C:28]([Cl:30])=[O:29])=[CH:26][CH:25]=1)(=[O:22])=[O:21]>>[ClH:30].[CH2:17]([N:3]([CH2:1][CH3:2])[CH2:4][CH2:5][N:6]([C:7]1[C:16]2[C:11](=[CH:12][CH:13]=[CH:14][CH:15]=2)[CH:10]=[CH:9][CH:8]=1)[C:28](=[O:29])[C:27]1[CH:31]=[CH:32][C:24]([NH:23][S:20]([CH3:19])(=[O:22])=[O:21])=[CH:25][CH:26]=1)[CH3:18] |f:2.3|. Procedure: In a manner similar to Example I react N,N-diethyl-N'-(1-naphthalenyl)-1,2-ethanediamine with 4-[(methylsulfonyl)amino]benzoyl chloride to obtain the title compound. Starting materials: C1CCOC1, CCOC(=O)C1CCC(c2cc3cccnc3c(-c3cccc(F)c3)n2)CC1, CO, [Li+], [OH-]. The product is O=C(O)C1CCC(c2cc3cccnc3c(-c3cccc(F)c3)n2)CC1. Reaction SMILES: [CH2:31]1[O:32][CH2:33][CH2:34][CH2:35]1.[CH2:3]([CH3:4])[O:5][C:6](=[O:7])[CH:8]1[CH2:9][CH2:10][CH:11]([c:14]2[cH:15][c:16]3[cH:17][cH:18][cH:19][n:20][c:21]3[c:22](-[c:24]3[cH:25][c:26]([F:30])[cH:27][cH:28][cH:29]3)[n:23]2)[CH2:12][CH2:13]1.[CH3:36][OH:37].[Li+:1].[OH-:2]>>[O:5]=[C:6]([OH:7])[CH:8]1[CH2:9][CH2:10][CH:11]([c:14]2[cH:15][c:16]3[cH:17][cH:18][cH:19][n:20][c:21]3[c:22](-[c:24]3[cH:25][c:26]([F:30])[cH:27][cH:28][cH:29]3)[n:23]2)[CH2:12][CH2:13]1. Product: OCC=1C=CC=2SCC(NC2N1)=O (6-hydroxymethyl-4H-pyrido[3,2-b][1,4]thiazin-3-one). Reported procedure: To a suspension of 3-oxo-3,4-dihydro-2H-pyrido[3,2-b][1,4]thiazine-6-carboxylic acid methyl ester (WO 02/056882; 36.0 g, 161 mmol) in THF (240 mL) was added a solution of lithium triethylborohydride in THF (1M, 430 g, 3 eq.) at 5-10° C. over 70 min. Acetic acid (87 g, 9 eq.) was added dropwise at 10-25° C. to the brown solution. MeOH (180 mL) was added to the suspension at 20° C. The reaction vessel was then constantly cooled externally at 21-37° C. while a 5% w/w hydrogen peroxide solution (300... Run in CO (MeOH), C1CCOC1 (THF), C1CCOC1 (THF). Yield: 73.0%. Reactants: S(=O)(=O)([O-])S(=O)[O-].[Na+].[Na+] (sodium metabisulfite), OO (hydrogen peroxide), OO (hydrogen peroxide), COC(=O)C=1C=CC=2SCC(NC2N1)=O (3-oxo-3,4-dihydro-2H-pyrido[3,2-b][1,4]thiazine-6-carboxylic acid methyl ester), C(C)(=O)O (Acetic acid), C(C)[BH-](CC)CC.[Li+] (lithium triethylborohydride). RXN SMILES: C[O:2][C:3]([C:5]1[CH:6]=[CH:7][C:8]2[S:9][CH2:10][C:11](=[O:15])[NH:12][C:13]=2[N:14]=1)=O.C([BH-](CC)CC)C.[Li+].C(O)(=O)C.OO.S(S([O-])=O)([O-])(=O)=O.[Na+].[Na+]>C1COCC1.CO>[OH:2][CH2:3][C:5]1[CH:6]=[CH:7][C:8]2[S:9][CH2:10][C:11](=[O:15])[NH:12][C:13]=2[N:14]=1 |f:1.2,5.6.7|. Starting materials: COC(=O)c1cc(O)cc(C(=O)OC)c1, CC(C)=O, CCI, [K+], [K+], O=C([O-])[O-]. The product is CCOc1cc(C(=O)OC)cc(C(=O)OC)c1. As a reaction SMILES: [CH3:10][O:11][C:12]([c:13]1[cH:14][c:15]([C:16](=[O:17])[O:18][CH3:19])[cH:20][c:21]([OH:23])[cH:22]1)=[O:24].[CH3:25][C:26](=[O:27])[CH3:28].[I:7][CH2:8][CH3:9].[K+:1].[K+:2].[O-:3][C:4]([O-:5])=[O:6]>>[CH2:8]([CH3:9])[O:23][c:21]1[cH:20][c:15]([C:16](=[O:17])[O:18][CH3:19])[cH:14][c:13]([C:12]([O:11][CH3:10])=[O:24])[cH:22]1.